This data is from the Open Reaction Database (ORD), a public repository of structured organic reaction records. The task is: describe an organic reaction: reactants, conditions, products, and yield Starting materials: O=C([O-])[O-], CN(C)C=O, FC(F)Cl, Cc1cc(=O)n(-c2cc(C(=O)OC(C)C)c(Cl)cc2F)c(=O)[nH]1, [K+], [K+]. Yields the product Cc1cc(=O)n(-c2cc(C(=O)OC(C)C)c(Cl)cc2F)c(=O)n1C(F)F. Reaction SMILES: [C:28](=[O:29])([O-:30])[O-:31].[CH3:34][N:35]([CH3:36])[CH:37]=[O:38].[Cl:1][CH:2]([F:3])[F:4].[Cl:5][c:6]1[c:7]([C:8](=[O:9])[O:10][CH:11]([CH3:12])[CH3:13])[cH:14][c:15](-[n:19]2[c:20](=[O:27])[nH:21][c:22]([CH3:26])[cH:23][c:24]2=[O:25])[c:16]([F:18])[cH:17]1.[K+:32].[K+:33]>>[CH:2]([F:3])([F:4])[n:21]1[c:20](=[O:27])[n:19](-[c:15]2[cH:14][c:7]([C:8](=[O:9])[O:10][CH:11]([CH3:12])[CH3:13])[c:6]([Cl:5])[cH:17][c:16]2[F:18])[c:24](=[O:25])[cH:23][c:22]1[CH3:26].